describe an organic reaction: reactants, conditions, products, and yield From a dataset of the Open Reaction Database (ORD), a public repository of structured organic reaction records. The reactants are FC1=C(C(=CC=C1)F)I (2,6-difluoroiodobenzene), C(C)OP(OCC)OCC (triethylphosphite). Conditions: time 20 hour. The product is FC1=C(C(=CC=C1)F)P(OCC)(OCC)=O (diethyl 2,6-difluorophenylphosphonate). Yield: 74.0%. As a reaction SMILES: [F:1][C:2]1[CH:7]=[CH:6][CH:5]=[C:4]([F:8])[C:3]=1I.[CH2:10]([O:12][P:13]([O:17]CC)[O:14][CH2:15][CH3:16])[CH3:11]>>[F:1][C:2]1[CH:7]=[CH:6][CH:5]=[C:4]([F:8])[C:3]=1[P:13](=[O:17])([O:14][CH2:15][CH3:16])[O:12][CH2:10][CH3:11]. Procedure details: 2,6-difluoroiodobenzene (3.0 g, 12.5 mmol) was combined with triethylphosphite (10.7 mL, 62.5 mmol) in a pressure vessel which had been flushed with nitrogen. The vessel was sealed and rotated in the photoreactor (16 bulbs —350 nm) for 20 hours. The reaction mixture was put under hi-vacuum (0.08 Torr) at 50° C. for 5 hours. A column was run in hexanes and ethyl acetate (increasing polarity as run). The top spot, which was UV active, was separated. After removing solvent, a yellow-tinted liquid w... Starting materials: ClC(Cl)Cl, O=C(OO)c1cccc(Cl)c1, C=CCOCC([N+](=O)[O-])([N+](=O)[O-])[N+](=O)[O-]. Yields the product O=[N+]([O-])C(COCC1CO1)([N+](=O)[O-])[N+](=O)[O-]. RXN SMILES: [CH:27]([Cl:28])([Cl:29])[Cl:30].[Cl:16][c:17]1[cH:18][c:19]([C:24](=[O:21])[O:25][OH:26])[cH:20][cH:22][cH:23]1.[N+:1](=[O:2])([O-:3])[C:4]([CH2:5][O:6][CH2:7][CH:8]=[CH2:9])([N+:10](=[O:11])[O-:12])[N+:13](=[O:14])[O-:15]>>[N+:1](=[O:2])([O-:3])[C:4]([CH2:5][O:6][CH2:7][CH:8]1[CH2:9][O:21]1)([N+:10](=[O:11])[O-:12])[N+:13](=[O:14])[O-:15]. Reactants: ClC1=C(C(=NN1C1=CC=CC=C1)C1=CC=C(C=C1)Cl)CC(=O)O (5-chloro-3-p-chlorophenyl-1-phenyl-pyrazole-4-acetic acid), C(C)O (ethanol), S(O)(O)(=O)=O (sulfuric acid). Run in O (water). Run at time 8 hour. Yields the product ClC1=C(C(=NN1C1=CC=CC=C1)C1=CC=C(C=C1)Cl)CC(=O)OCC (Ethyl 5-chloro-3-p-chlorophenyl-1-phenyl-pyrazole-4-acetate). The yield is 85.0%. RXN SMILES: [Cl:1][C:2]1[N:6]([C:7]2[CH:12]=[CH:11][CH:10]=[CH:9][CH:8]=2)[N:5]=[C:4]([C:13]2[CH:18]=[CH:17][C:16]([Cl:19])=[CH:15][CH:14]=2)[C:3]=1[CH2:20][C:21]([OH:23])=[O:22].[CH2:24](O)[CH3:25].S(=O)(=O)(O)O>O>[Cl:1][C:2]1[N:6]([C:7]2[CH:8]=[CH:9][CH:10]=[CH:11][CH:12]=2)[N:5]=[C:4]([C:13]2[CH:18]=[CH:17][C:16]([Cl:19])=[CH:15][CH:14]=2)[C:3]=1[CH2:20][C:21]([O:23][CH2:24][CH3:25])=[O:22]. Procedure details: 6.9 g of 5-chloro-3-p-chlorophenyl-1-phenyl-pyrazole-4-acetic acid, 70 ml of ethanol and 4 g of concentrated sulfuric acid are heated at boiling for 8 hours. The liquid is reduced in volume, poured into water and ice, extracted with ether, washed with sodium carbonate solution, the organic solution is dried and reduced in volume. Ethyl 5-chloro-3-p-chlorophenyl-1-phenyl-pyrazole-4-acetate is obtained with a yield of 85 %; F 51.5°-52.5°. Starting materials: [Br-], [Li]CCCC, C1CCOC1, CCCCCC, OCC[P+](c1ccccc1)(c1ccccc1)c1ccccc1, O=Cc1ccncc1. Product: OC=CCc1ccncc1. Reaction SMILES: [Br-:6].[CH2:1]([Li:2])[CH2:3][CH2:4][CH3:5].[CH2:43]1[O:44][CH2:45][CH2:46][CH2:47]1.[CH3:37][CH2:38][CH2:39][CH2:40][CH2:41][CH3:42].[OH:7][CH2:8][CH2:9][P+:10]([c:11]1[cH:12][cH:13][cH:14][cH:15][cH:16]1)([c:17]1[cH:18][cH:19][cH:20][cH:21][cH:22]1)[c:23]1[cH:24][cH:25][cH:26][cH:27][cH:28]1.[n:29]1[cH:30][cH:31][c:32]([CH:35]=[O:36])[cH:33][cH:34]1>>[OH:7][CH:8]=[CH:9][CH2:35][c:32]1[cH:31][cH:30][n:29][cH:34][cH:33]1.